describe an organic reaction: reactants, conditions, products, and yield From a dataset of the Open Reaction Database (ORD), a public repository of structured organic reaction records. The reactants are C(Br)(Br)(Br)Br (carbon tetrabromide), C1(=CC=CC=C1)P(C1=CC=CC=C1)C1=CC=CC=C1 (triphenyl phosphine), [Si](C)(C)(C(C)(C)C)OCC1C=C(CC1CO[Si](C)(C)C(C)(C)C)CO ([3,4-di(t-butyldimethylsilyloxymethyl)cyclopent-1-en-1-yl]methyl alcohol). Solvent: ClCCl (dichloromethane). Conditions: temperature 0 celsius, time 30 minute. Yields the product [Si](C)(C)(C(C)(C)C)OCC1C=C(CC1CO[Si](C)(C)C(C)(C)C)CBr ([3,4-Di(t-butyldimethylsilyloxymethyl)cyclopent-1-en-1-yl]methyl bromide). Isolated yield 67.6%. RXN SMILES: [C:1]([Br:5])(Br)(Br)Br.C1(P(C2C=CC=CC=2)C2C=CC=CC=2)C=CC=CC=1.[Si:25]([O:32][CH2:33][CH:34]1[CH:38]([CH2:39][O:40][Si:41]([C:44]([CH3:47])([CH3:46])[CH3:45])([CH3:43])[CH3:42])[CH2:37][C:36](CO)=[CH:35]1)([C:28]([CH3:31])([CH3:30])[CH3:29])([CH3:27])[CH3:26]>ClCCl>[Si:25]([O:32][CH2:33][CH:34]1[CH:38]([CH2:39][O:40][Si:41]([C:44]([CH3:47])([CH3:46])[CH3:45])([CH3:42])[CH3:43])[CH2:37][C:36]([CH2:1][Br:5])=[CH:35]1)([C:28]([CH3:31])([CH3:30])[CH3:29])([CH3:27])[CH3:26]. Reported procedure: A mixture of carbon tetrabromide (3.18 g, 9.6 mmol) and triphenyl phosphine (3.15 g, 12.9 mmol) were added to [3,4-di(t-butyldimethylsilyloxymethyl)cyclopent-1-en-1-yl]methyl alcohol (3.09 g, 8.0 mmol) in dichloromethane under ice bath and then, the reaction mixture was stirred for 30 min at 0° C. After overnight at room temperature, the reaction mixture was extracted with dichloromethane, dried with MgSO4, filtered, concentrated and separated by column chromatography to give a desirable product... Reactants: Cl.C1(CCCCC1)NN (Cyclohexylhydrazine hydrochloride), C(C)OC=C(C(=O)OCC)C#N (ethyl (ethoxymethylene)-cyanoacetate), C(C)(=O)[O-].[Na+] (sodium acetate). The solvent is C(C)O (ethanol). Conditions: temperature 70 celsius. The product is C(C)OC(=O)C=1C=NN(C1N)C1CCCCC1 (5-amino-1-cyclohexyl-1H-pyrazole-4-carboxylic acid ethyl ester). Yield: 92.9%. As a reaction SMILES: Cl.[CH:2]1([NH:8][NH2:9])[CH2:7][CH2:6][CH2:5][CH2:4][CH2:3]1.C(O[CH:13]=[C:14]([C:20]#[N:21])[C:15]([O:17][CH2:18][CH3:19])=[O:16])C.C([O-])(=O)C.[Na+]>C(O)C>[CH2:18]([O:17][C:15]([C:14]1[CH:13]=[N:9][N:8]([CH:2]2[CH2:7][CH2:6][CH2:5][CH2:4][CH2:3]2)[C:20]=1[NH2:21])=[O:16])[CH3:19] |f:0.1,3.4|. Reported procedure: Cyclohexylhydrazine hydrochloride (3.057 g, 20.29 mmol, CAS #24214-73-1, purchased from Aldrich) was combined with ethyl (ethoxymethylene)-cyanoacetate (3.390 g, 20.04 mmol) and anhydrous sodium acetate (2.080 g, 25.36 mmol) in 30 mL ethanol. The mixture was heated at 70° C. for 16 hours then cooled to room temperature and concentrated. The residue was partitioned between methylene chloride and water. The separated aqueous phase was extracted with a second portion of methylene chloride. The orga...